From a dataset of the Open Reaction Database (ORD), a public repository of structured organic reaction records. describe an organic reaction: reactants, conditions, products, and yield The reactants are CC(C)(C)C1CN(c2nc(CO)cs2)C1O[SiH](c1ccccc1)c1ccccc1, Cc1ccccc1, O=C1NC(=O)c2ccccc21, CCOC(=O)N=NC(=O)OCC, C1CCOC1, c1ccc(P(c2ccccc2)c2ccccc2)cc1. Product: CC(C)(C)C1CN(c2nc(CN3C(=O)c4ccccc4C3=O)cs2)C1O[SiH](c1ccccc1)c1ccccc1. Reaction SMILES: [C:1]([CH3:2])([CH3:3])([CH3:4])[CH:5]1[CH:6]([O:16][SiH:17]([c:18]2[cH:19][cH:20][cH:21][cH:22][cH:23]2)[c:24]2[cH:25][cH:26][cH:27][cH:28][cH:29]2)[N:7]([c:9]2[s:10][cH:11][c:12]([CH2:14][OH:15])[n:13]2)[CH2:8]1.[CH3:72][c:73]1[cH:74][cH:75][cH:76][cH:77][cH:78]1.[O:30]=[C:31]1[NH:32][C:33](=[O:34])[c:35]2[cH:36][cH:37][cH:38][cH:39][c:40]21.[O:60]=[C:61]([O:62][CH2:63][CH3:64])[N:65]=[N:66][C:67]([O:68][CH2:69][CH3:70])=[O:71].[O:79]1[CH2:80][CH2:81][CH2:82][CH2:83]1.[c:41]1([P:42]([c:43]2[cH:44][cH:45][cH:46][cH:47][cH:48]2)[c:49]2[cH:50][cH:51][cH:52][cH:53][cH:54]2)[cH:55][cH:56][cH:57][cH:58][cH:59]1>>[C:1]([CH3:2])([CH3:3])([CH3:4])[CH:5]1[CH:6]([O:16][SiH:17]([c:18]2[cH:19][cH:20][cH:21][cH:22][cH:23]2)[c:24]2[cH:25][cH:26][cH:27][cH:28][cH:29]2)[N:7]([c:9]2[s:10][cH:11][c:12]([CH2:14][N:32]3[C:31](=[O:30])[c:40]4[c:35]([cH:36][cH:37][cH:38][cH:39]4)[C:33]3=[O:34])[n:13]2)[CH2:8]1. The reactants are CS(=O)(=O)N(CCCl)N(C(=O)Oc1ccccc1)S(C)(=O)=O, Cc1ccc(OC(=O)Cl)cc1. Yields the product Cc1ccc(OC(=O)N(N(CCCl)S(C)(=O)=O)S(C)(=O)=O)cc1. RXN SMILES: [CH3:12][S:13](=[O:14])(=[O:15])[N:16]([N:17]([C:18]([O:19][c:20]1[cH:21][cH:22][cH:23][cH:24][cH:25]1)=[O:26])[S:27](=[O:28])(=[O:29])[CH3:30])[CH2:31][CH2:32][Cl:33].[Cl:1][C:2](=[O:3])[O:4][c:5]1[cH:6][cH:7][c:8]([CH3:11])[cH:9][cH:10]1>>[C:2](=[O:3])([O:4][c:5]1[cH:6][cH:7][c:8]([CH3:11])[cH:9][cH:10]1)[N:17]([N:16]([S:13]([CH3:12])(=[O:14])=[O:15])[CH2:31][CH2:32][Cl:33])[S:27](=[O:28])(=[O:29])[CH3:30]. Reactants: O1C(CCCC1)O[C@H](CCCC(C(=O)OC(C)(C)C)(C(=O)OC(C)(C)C)CCCCCCC(=O)OCC)CCCCC (Di-tert.-butyl 2-[4(S)-(2-tetrahydropyranyloxy)nonyl]-2-(6-ethoxycarbonylhexyl)malonate), O1CCCC1 (tetrahydrofuran), Cl (hydrochloric acid). RXN SMILES: O1CCCCC1[O:7][C@@H:8]([CH2:38][CH2:39][CH2:40][CH2:41][CH3:42])[CH2:9][CH2:10][CH2:11][C:12]([CH2:27][CH2:28][CH2:29][CH2:30][CH2:31][CH2:32][C:33]([O:35][CH2:36][CH3:37])=[O:34])([C:20]([O:22][C:23]([CH3:26])([CH3:25])[CH3:24])=[O:21])[C:13]([O:15][C:16]([CH3:19])([CH3:18])[CH3:17])=[O:14].O1CCCC1.Cl>O.CCOCC>[OH:7][C@@H:8]([CH2:38][CH2:39][CH2:40][CH2:41][CH3:42])[CH2:9][CH2:10][CH2:11][C:12]([CH2:27][CH2:28][CH2:29][CH2:30][CH2:31][CH2:32][C:33]([O:35][CH2:36][CH3:37])=[O:34])([C:20]([O:22][C:23]([CH3:26])([CH3:25])[CH3:24])=[O:21])[C:13]([O:15][C:16]([CH3:18])([CH3:19])[CH3:17])=[O:14]. Procedure: Di-tert.-butyl 2-[4(S)-(2-tetrahydropyranyloxy)nonyl]-2-(6-ethoxycarbonylhexyl)malonate (47.8 g., 0.08 mole) is added to a mixture of tetrahydrofuran (300 ml.) and 6N hydrochloric acid (15 ml.). The resulting solution is allowed to stand at room temperature for 6 hours. The solution is then diluted with 1.5 liters of water. The oily product is taken up in ether, washed with four portions of water, and with brine and dried over sodium sulfate. Distillation of the ether in vacuo leaves the title c... The product is O[C@H](CCCC(C(=O)OC(C)(C)C)(C(=O)OC(C)(C)C)CCCCCCC(=O)OCC)CCCCC (Di-tert.-butyl 2-[4-(S)-hydroxynonyl]-2-(6-ethoxycarbonylhexyl)malonate). Run at time 6 hour. The solvent is O (water), CCOCC (ether). The reactants are CCOCC, CC(O)C(NC(=O)COc1ccc(Cl)cc1)C(=O)O, C=[N+]=[N-]. The product is COC(=O)C(NC(=O)COc1ccc(Cl)cc1)C(C)O. Reaction SMILES: [CH2:23]([O:24][CH2:25][CH3:26])[CH3:27].[Cl:1][c:2]1[cH:3][cH:4][c:5]([O:6][CH2:7][C:8](=[O:9])[NH:10][CH:11]([CH:12]([OH:13])[CH3:14])[C:15](=[O:16])[OH:17])[cH:18][cH:19]1.[N+:20](=[N-:21])=[CH2:22]>>[Cl:1][c:2]1[cH:3][cH:4][c:5]([O:6][CH2:7][C:8](=[O:9])[NH:10][CH:11]([CH:12]([OH:13])[CH3:14])[C:15]([O:16][CH3:22])=[O:17])[cH:18][cH:19]1. Reactants: FC(C(=O)O)(F)F (trifluoroacetic acid), C(C)(C)(C)OC(=O)N1CC(CC1)CNC(CSC1=NC=C(C=N1)C1=CC=C(C=C1)OC)=O (N-(1-tert-butoxycarbonylpyrrolidin-3-(RS)-ylmethyl)-2-[5-(4-methoxyphenyl)pyrimidin-2-ylthio]-acetamide). Solvent: C(Cl)Cl (methylene chloride). Conditions: time 30 minute. Yields the product N1CC(CC1)CNC(CSC1=NC=C(C=N1)C1=CC=C(C=C1)OC)=O (N-(pyrrolidin-3-(RS)-ylmethyl)-2-[5-(4-methoxyphenyl)pyrimidin-2-ylthio]acetamide). RXN SMILES: FC(F)(F)C(O)=O.C(OC([N:15]1[CH2:19][CH2:18][CH:17]([CH2:20][NH:21][C:22](=[O:39])[CH2:23][S:24][C:25]2[N:30]=[CH:29][C:28]([C:31]3[CH:36]=[CH:35][C:34]([O:37][CH3:38])=[CH:33][CH:32]=3)=[CH:27][N:26]=2)[CH2:16]1)=O)(C)(C)C>C(Cl)Cl>[NH:15]1[CH2:19][CH2:18][CH:17]([CH2:20][NH:21][C:22](=[O:39])[CH2:23][S:24][C:25]2[N:26]=[CH:27][C:28]([C:31]3[CH:32]=[CH:33][C:34]([O:37][CH3:38])=[CH:35][CH:36]=3)=[CH:29][N:30]=2)[CH2:16]1. Procedure details: Neat anhydrous trifluoroacetic acid (3 mL) was added to a solution of N-(1-tert-butoxycarbonylpyrrolidin-3-(RS)-ylmethyl)-2-[5-(4-methoxyphenyl)pyrimidin-2-ylthio]-acetamide (0.60 g, 1.3 mmol) in methylene chloride (20 mL) at room temperature. Gas evolution was apparent immediately upon addition of the acid. After 30 min., the reaction mixture was concentrated using a Teflon dryvac system, and was then further concentrated under high vacuum to give N-(pyrrolidin-3-(RS)-ylmethyl)-2-[5-(4-methoxyp... The reactants are [H-].[Na+] (sodium hydride), C1(=CC=CC=C1)C (toluene), C(=O)C1=CC=C(C=C1)C1=NC=CC=C1 (2-(4-formyl-phenyl)pyridine). Reagents/catalysts: [Br-].C[P+](C1=CC=CC=C1)(C1=CC=CC=C1)C1=CC=CC=C1 (Methyltriphenylphophonium bromide). The solvent is O (water). Conditions: temperature 110 celsius, time 30 minute. Product: C(=C)C1=CC=C(C=C1)C1=NC=CC=C1 (2-(4-vinyl-phenyl)pyridine). The yield is 85.0%. RXN SMILES: [H-].[Na+].[C:3]1(C)C=CC=CC=1.[CH:10]([C:12]1[CH:17]=[CH:16][C:15]([C:18]2[CH:23]=[CH:22][CH:21]=[CH:20][N:19]=2)=[CH:14][CH:13]=1)=O>[Br-].C[P+](C1C=CC=CC=1)(C1C=CC=CC=1)C1C=CC=CC=1.O>[CH:10]([C:12]1[CH:17]=[CH:16][C:15]([C:18]2[CH:23]=[CH:22][CH:21]=[CH:20][N:19]=2)=[CH:14][CH:13]=1)=[CH2:3] |f:0.1,4.5|. Procedure: Methyltriphenylphophonium bromide (25 g, 0.07 mol), sodium hydride (NaH, 3.36 g, 0.14 mol), and toluene (100 ml) were placed into 250 ml of 2-necked round-bottomed flask under N2. The reaction mixture was refluxed at 110° C. for 3 hr while changing the reaction solution to orange color. After cooling the reaction mixture, 2-(4-formyl-phenyl)pyridine (10 g, 0.0545 mol) was added and further refluxed at 110° C. for 12 hr. The reaction mixture, is poured in 300 ml of water in beaker and extracted t... The yield is 60.0%. Reactants: C(CCCCCCC)OC1=C(C(=[N+](C=C1)[O-])C)C (4-octyloxy-2,3-dimethylpyridine-N-oxide), C(C)(=O)OC(C)=O (acetic anhydride). Yields the product C(CCCCCCC)OC1=C(C(=NC=C1)COC(C)=O)C (4-octyloxy-2-acetoxymethyl-3-methylpyridine). Reaction SMILES: [CH2:1]([O:9][C:10]1[CH:15]=[CH:14][N+:13]([O-])=[C:12]([CH3:17])[C:11]=1[CH3:18])[CH2:2][CH2:3][CH2:4][CH2:5][CH2:6][CH2:7][CH3:8].[C:19]([O:22]C(=O)C)(=[O:21])[CH3:20]>>[CH2:1]([O:9][C:10]1[CH:15]=[CH:14][N:13]=[C:12]([CH2:17][O:22][C:19](=[O:21])[CH3:20])[C:11]=1[CH3:18])[CH2:2][CH2:3][CH2:4][CH2:5][CH2:6][CH2:7][CH3:8]. Reported procedure: To 38.7 g (0.1 mol, 1.0 eq.) of 4-octyloxy-2,3-dimethylpyridine-N-oxide, 40.8 g (0.4 mol, 4.0 eq.) of acetic anhydride was added, and the mixture was allowed to react for 5 hours at 88 to 92° C. Acetic anhydride was distilled off, and then the resulting concentrated residue was purified on a silica gel column, to obtain 17.6 g of 4-octyloxy-2-acetoxymethyl-3-methylpyridine as an oily matter (yield 60.0%). Starting materials: COC(C1=CC(=C(C=C1)NC(=O)OC1=CC=C(C=C1)[N+](=O)[O-])OC)=O (3-methoxy-4-(4-nitro-phenoxycarbonylamino)-benzoic acid methyl ester), CC=1N=CC(=NC1)N (5-methyl-2-aminopyrazine), CCOC(=O)C (EtOAc). Solvent: CN1CCCC1=O (NMP). Run at time 6 hour. The product is COC(C1=CC(=C(C=C1)NC(=O)NC1=NC=C(N=C1)C)OC)=O (3-Methoxy-4-[3-(5-methyl-pyrazin-2-yl)-ureido]-benzoic acid methyl ester). Reaction SMILES: [CH3:1][O:2][C:3](=[O:25])[C:4]1[CH:9]=[CH:8][C:7]([NH:10][C:11]([O:13]C2C=CC([N+]([O-])=O)=CC=2)=O)=[C:6]([O:23][CH3:24])[CH:5]=1.[CH3:26][C:27]1[N:28]=[CH:29][C:30]([NH2:33])=[N:31][CH:32]=1.CCOC(C)=O>CN1C(=O)CCC1>[CH3:1][O:2][C:3](=[O:25])[C:4]1[CH:9]=[CH:8][C:7]([NH:10][C:11]([NH:33][C:30]2[CH:29]=[N:28][C:27]([CH3:26])=[CH:32][N:31]=2)=[O:13])=[C:6]([O:23][CH3:24])[CH:5]=1. Procedure details: To a stirred solution of 3-methoxy-4-(4-nitro-phenoxycarbonylamino)-benzoic acid methyl ester (11.7 g, 33.8 mmol) in 34 mL NMP at room temperature under nitrogen was added 5-methyl-2-aminopyrazine (3.69 g, 33.8 mmol) and the reaction was immersed in an 85° C. oil bath. After 6 hours the reaction was allowed to cool to room temperature and a precipitate formed. EtOAc (200 mL) was added and the precipitate was isolated by filtration (4.7 g, 44%). 1H-NMR (400 MHz, d6-DMSO) δ 8.79 (br s, 1H), 8.36 (... The reactants are Cl (hydrochloric acid), C(CC1=CC=CC=C1)NC1=C2N=CN(C2=NC(=N1)C#N)C1OCCCC1 (6-(phenethylamino)-9-tetrahydro-2H-pyran-2-yl-9H-purine-2-carbonitrile). Solvent: C(C)O (ethanol). Product: C(CC1=CC=CC=C1)NC1=C2N=CNC2=NC(=N1)C#N (6-(Phenethylamino)-9H-purine-2-carbonitrile). The yield is 83.6%. RXN SMILES: Cl.[CH2:2]([NH:10][C:11]1[N:19]=[C:18]([C:20]#[N:21])[N:17]=[C:16]2[C:12]=1[N:13]=[CH:14][N:15]2C1CCCCO1)[CH2:3][C:4]1[CH:9]=[CH:8][CH:7]=[CH:6][CH:5]=1>C(O)C>[CH2:2]([NH:10][C:11]1[N:19]=[C:18]([C:20]#[N:21])[N:17]=[C:16]2[C:12]=1[N:13]=[CH:14][NH:15]2)[CH2:3][C:4]1[CH:9]=[CH:8][CH:7]=[CH:6][CH:5]=1. Procedure: 2 Molar hydrochloric acid (10 ml) was added to a stirred solution of 6-(phenethylamino)-9-tetrahydro-2H-pyran-2-yl-9H-purine-2-carbonitrile (10.2 g, 27.6 mmol) (preparation 44) in ethanol (250 ml) at 60° C. The solution was allowed to cool to room temperature and the white solid that had been formed filtered off. After drying, this gave the title compound (6.1 g) as a white crystalline solid. MS: 265 (MH+).